describe an organic reaction: reactants, conditions, products, and yield From a dataset of the Open Reaction Database (ORD), a public repository of structured organic reaction records. Reactants: C1CCOC1, CC(C)[N-]C(C)C, [Cl-], ClCBr, [Li+], [NH4+], N#CC(CCOC1CCCCO1)c1ccccn1. Product: N#CC(CCl)(CCOC1CCCCO1)c1ccccn1. As a reaction SMILES: [CH2:32]1[O:33][CH2:34][CH2:35][CH2:36]1.[CH:19]([N-:20][CH:21]([CH3:22])[CH3:23])([CH3:24])[CH3:25].[Cl-:30].[Cl:27][CH2:28][Br:29].[Li+:26].[NH4+:31].[n:1]1[c:2]([CH:7]([C:8]#[N:9])[CH2:10][CH2:11][O:12][CH:13]2[O:14][CH2:15][CH2:16][CH2:17][CH2:18]2)[cH:3][cH:4][cH:5][cH:6]1>>[n:1]1[c:2]([C:7]([C:8]#[N:9])([CH2:10][CH2:11][O:12][CH:13]2[O:14][CH2:15][CH2:16][CH2:17][CH2:18]2)[CH2:28][Cl:27])[cH:3][cH:4][cH:5][cH:6]1. The reactants are BrCCCBr, CN(C)C=O, [H-], [Na+], O, c1ccc2[nH]ccc2c1. Yields the product BrCCCn1ccc2ccccc21. As a reaction SMILES: [Br:17][CH2:18][CH2:19][CH2:20][Br:21].[CH3:12][N:13]([CH3:14])[CH:15]=[O:16].[H-:1].[Na+:2].[OH2:22].[nH:3]1[cH:4][cH:5][c:6]2[cH:7][cH:8][cH:9][cH:10][c:11]12>>[n:3]1([CH2:20][CH2:19][CH2:18][Br:17])[cH:4][cH:5][c:6]2[cH:7][cH:8][cH:9][cH:10][c:11]12. Starting materials: BrC1=CC(=C(C=C1)I)C (4-bromo-2-methyliodobenzene), [Br-].C(#N)C=1C=C(C=CC1F)[Zn+] (3-cyano-4-fluorophenylzincbromide), [Br-].S1C(=CC=C1)[Zn+] (2-thienylzinc bromide). Yields the product C(#N)C=1C=C(C=CC1F)C1=CC=C(S1)C1=C(C=C(C=C1)Br)C (5-(3-Cyano-4-fluorophenyl)-2-(4-bromo-2-methylphenyl)thiophene). As a reaction SMILES: [Br:1][C:2]1[CH:7]=[CH:6][C:5](I)=[C:4]([CH3:9])[CH:3]=1.[Br-].[C:11]([C:13]1[CH:14]=[C:15]([Zn+])[CH:16]=[CH:17][C:18]=1[F:19])#[N:12].[Br-].[S:22]1[CH:26]=[CH:25][CH:24]=[C:23]1[Zn+]>>[C:11]([C:13]1[CH:14]=[C:15]([C:23]2[S:22][C:26]([C:5]3[CH:6]=[CH:7][C:2]([Br:1])=[CH:3][C:4]=3[CH3:9])=[CH:25][CH:24]=2)[CH:16]=[CH:17][C:18]=1[F:19])#[N:12] |f:1.2,3.4|. Reported procedure: The title compound was prepared using a procedure analogous to that described in EXAMPLE 127, Step A substituting 5-bromo-2-(4-bromo-2-methylphenyl)thiophene (from Step B) for 4-bromo-2-methyliodobenzene and 3-cyano-4-fluorophenylzincbromide for 2-thienylzinc bromide: 1H NMR (CDCl3) 7.85 (m, 2H), 7.47 (d, J=2.0, 1H), 7.40 (dd, J=2.0, 9.0, 1H), 7.29 (m, 3H), 7.07 (d, J=6.5, 1H), 2.47 (s, 3H). HPLC A 4.20 min.